This data is from the Open Reaction Database (ORD), a public repository of structured organic reaction records. The task is: describe an organic reaction: reactants, conditions, products, and yield Starting materials: C(C=C)(=O)OOC(C)(N)CC (ethyl-β-amino-β-ethoxy acrylate), C1(=CC=CC=C1)N=C=O (phenyl isocyanate). Solvent: C(C)#N (acetonitrile). Run at time 5 hour. The product is C(C=C)(=O)OOC(C)(NC(=O)NC1=CC=CC=C1)CC (ethyl-β-phenylureido-β-ethoxy acrylate). Yield: 43.2%. RXN SMILES: [C:1]([O:5][O:6][C:7]([CH2:10][CH3:11])([NH2:9])[CH3:8])(=[O:4])[CH:2]=[CH2:3].[C:12]1([N:18]=[C:19]=[O:20])[CH:17]=[CH:16][CH:15]=[CH:14][CH:13]=1>C(#N)C>[C:1]([O:5][O:6][C:7]([CH2:10][CH3:11])([NH:9][C:19]([NH:18][C:12]1[CH:17]=[CH:16][CH:15]=[CH:14][CH:13]=1)=[O:20])[CH3:8])(=[O:4])[CH:2]=[CH2:3]. Procedure details: Into a solution of 15.9 g of ethyl-β-amino-β-ethoxy acrylate in 30 ml of acetonitrile there was dropped 11.9 g of phenyl isocyanate while cooling, and the resulting mixture was allowed to stand at room temperature for 5 hours. The acetonitrile was then distilled away. To the residue was added 100 ml of ether, which was then dried over anhydrous sodium sulfate. The ether was distilled away and the residue obtained was distilled under reduced pressure. Thus, 12 g of ethyl-β-phenylureido-β-ethoxy a... Reactants: ClC([C@H]1O[C@H]([C@@H](C(O1)=O)C)C)(Cl)Cl ((2S, 5S,6S)-2-trichloromethyl-5,6-dimethyl-1,3-dioxan-4-one), S(O)(O)(=O)=O (sulfuric acid), CC(C)O (2-propanol). The solvent is O (water). Conditions: time 1 hour. The product is C[C@@H](C(=O)OC(C)C)[C@H](C)O (isopropyl (2R, 3S)-2-methyl-3-hydroxybutanoate). RXN SMILES: Cl[C:2](Cl)(Cl)[C@@H:3]1[O:8][C:7](=[O:9])[C@@H:6]([CH3:10])[C@H:5]([CH3:11])[O:4]1.S(=O)(=O)(O)O.[CH3:19]C(O)C>O>[CH3:10][C@H:6]([C@@H:5]([OH:4])[CH3:11])[C:7]([O:8][CH:3]([CH3:19])[CH3:2])=[O:9]. Procedure details: To 1.0 g of (2S, 5S,6S)-2-trichloromethyl-5,6-dimethyl-1,3-dioxan-4-one produced by a procedure similar to Example 1-(7) were added 0.1 ml of concentrated sulfuric acid and 10 ml of 2-propanol, stirred at room temperature for one hour, and 20 ml of water was added to effect ether extraction. The ether phase was dried over anhydrous sodium sulfate and ether was distilled off followed by distilling the residue to obtain 0.4 g of isopropyl (2R, 3S)-2-methyl-3-hydroxybutanoate of the following formu... Reactants: C(O)([O-])=O.[Na+] (sodium hydrogen carbonate), N1=CC=CC=C1 (pyridine), S(=O)(Cl)Cl (thionyl chloride), COC=1C=CC2=C(C(=C(O2)C(CC(C)C)O)C)C1 (1-(5-methoxy-3-methyl-1-benzofuran-2-yl)-3-methylbutan-1-ol). Solvent: C1(=CC=CC=C1)C (toluene). Run at time 3 hour. Yields the product ClC(CC(C)C)C=1OC2=C(C1C)C=C(C=C2)OC (2-(1-chloro-3-methylbutyl)-5-methoxy-3-methyl-1-benzofuran). Yield: 94.0%. Reaction SMILES: [CH3:1][O:2][C:3]1[CH:4]=[CH:5][C:6]2[O:10][C:9]([CH:11](O)[CH2:12][CH:13]([CH3:15])[CH3:14])=[C:8]([CH3:17])[C:7]=2[CH:18]=1.N1C=CC=CC=1.S(Cl)([Cl:27])=O.C(=O)([O-])O.[Na+]>C1(C)C=CC=CC=1>[Cl:27][CH:11]([C:9]1[O:10][C:6]2[CH:5]=[CH:4][C:3]([O:2][CH3:1])=[CH:18][C:7]=2[C:8]=1[CH3:17])[CH2:12][CH:13]([CH3:15])[CH3:14] |f:3.4|. Procedure details: To a solution (10 mL) of 1-(5-methoxy-3-methyl-1-benzofuran-2-yl)-3-methylbutan-1-ol (761 mg) synthesized above in toluene were added pyridine (297 μL) and thionyl chloride (268 μL), and the mixture was stirred at room temperature for 3 hr. Saturated aqueous sodium hydrogen carbonate solution was added to quench the reaction, and the reaction mixture was extracted with ethyl acetate. The extract was washed with saturated brine, dried over magnesium sulfate, and concentrated under reduced pressur...